From a dataset of the Open Reaction Database (ORD), a public repository of structured organic reaction records. describe an organic reaction: reactants, conditions, products, and yield Starting materials: crude mixture, C1(=CC=CC=C1)C (toluene), C1(=CC=C(C=C1)C(=O)C=CC(=O)O)C (3-(4-toluoyl)acrylic acid), product, C=CC=C (1,3-butadiene), C1(O)=CC=C(O)C=C1 (hydroquinone), C1(=CC=CC=C1)C (toluene), product. Reaction conditions: time 15 minute. The product is C1(=CC=C(C=C1)[C@@H]1CC=CC[C@H]1C(=O)O)C (trans-6-(4-Tolyl)-cyclohex-3-ene-1-carboxylic acid). RXN SMILES: [C:1]1(C)[CH:6]=[CH:5][C:4]([C:7](C=CC(O)=O)=[O:8])=[CH:3][CH:2]=1.C=CC=C.C1(C=CC(O)=CC=1)[OH:20].[C:27]1([CH3:33])[CH:32]=[CH:31][CH:30]=[CH:29][CH:28]=1>>[C:27]1([CH3:33])[CH:32]=[CH:31][C:30]([C@H:5]2[C@H:4]([C:7]([OH:8])=[O:20])[CH2:3][CH:2]=[CH:1][CH2:6]2)=[CH:29][CH:28]=1. Procedure details: 275 g (1.695 mol) of 3-(4-toluoyl)acrylic acid (commercially available from Aldrich) is reacted according to a known process [cf.: Eur. J. Med. Chem. 11, 493 (1976)]at about 200° C. and about 20 bar for 22 h with 580 ml of 1,3-butadiene (measured in condensed form) in 480 ml of toluene with the addition of 3 g of hydroquinone. The crude mixture is diluted with toluene and extracted with 0.5M aqueous sodium hydroxide solution. The aqueous phases are then acidified with 1M hydrochloric acid and ex... Procedure details: The title compound was prepared as described in the example for the synthesis of the enantiomer, (1R,2R)-2-methyl-1-phenyl-1,3-propanediamine, from methyl(2R,3S,αR)-3-(N-benzyl-N-α-methylbenzylamino)-2-methyl-3-phenylpropionate (Davies et al., J. Chem. Soc. Chem. Commun. 1153-1155, 1993). The title compound was obtained as a crystallizing oil, MS (m/z): 165.3 (M+H)+; C10H16N2 requir. 164.3. The product is C[C@H]([C@H](N)C1=CC=CC=C1)CN ((1S,2S)-2-methyl-1-phenyl-1,3-propanediamine). Reactants: C[C@@H]([C@@H](N)C1=CC=CC=C1)CN ((1R,2R)-2-methyl-1-phenyl-1,3-propanediamine), C(C1=CC=CC=C1)N([C@@H](C1=CC=CC=C1)C)[C@@H]([C@H](C(=O)OC)C)C1=CC=CC=C1 (methyl(2R,3S,αR)-3-(N-benzyl-N-α-methylbenzylamino)-2-methyl-3-phenylpropionate). Reaction SMILES: [CH3:1][C@H:2]([CH2:11][NH2:12])[C@H:3]([C:5]1[CH:10]=[CH:9][CH:8]=[CH:7][CH:6]=1)[NH2:4].C(N([C@H](C1C=CC=CC=1)[C@@H](C)C(OC)=O)[C@H](C)C1C=CC=CC=1)C1C=CC=CC=1>>[CH3:1][C@@H:2]([CH2:11][NH2:12])[C@@H:3]([C:5]1[CH:10]=[CH:9][CH:8]=[CH:7][CH:6]=1)[NH2:4]. Reactants: C(C(=O)O)(=O)O (oxalic acid), O1[C@@H](C1)COC1=C2C=CNC2=CC=C1 ((S)-(+)-4-(oxiranylmethoxy)-1H-indole), N1CCC2(CC1)CCC1=CC=CC=C12 (spiro[indane-1,4'-piperidine]), CO (methanol). Solvent: C(C)(=O)OCC (ethyl acetate), C(C)(=O)OCC (ethyl acetate). The product is C(C(=O)O)(=O)O.N1C=CC2=C(C=CC=C12)OC[C@H](CN1CCC2(CC1)CCC1=CC=CC=C12)O ((2S)-(-)-1-(4-indolyloxy)-3-(spiro[indane-1,4'-piperidin]-1'-yl)-2-propanol ethanedioate). RXN SMILES: [O:1]1[CH2:3][C@H:2]1[CH2:4][O:5][C:6]1[CH:14]=[CH:13][CH:12]=[C:11]2[C:7]=1[CH:8]=[CH:9][NH:10]2.[NH:15]1[CH2:20][CH2:19][C:18]2([C:28]3[C:23](=[CH:24][CH:25]=[CH:26][CH:27]=3)[CH2:22][CH2:21]2)[CH2:17][CH2:16]1.[C:29]([OH:34])(=[O:33])[C:30]([OH:32])=[O:31].CO>C(OCC)(=O)C>[C:29]([OH:34])(=[O:33])[C:30]([OH:32])=[O:31].[NH:10]1[C:11]2[C:7](=[C:6]([O:5][CH2:4][C@@H:2]([OH:1])[CH2:3][N:15]3[CH2:20][CH2:19][C:18]4([C:28]5[C:23](=[CH:24][CH:25]=[CH:26][CH:27]=5)[CH2:22][CH2:21]4)[CH2:17][CH2:16]3)[CH:14]=[CH:13][CH:12]=2)[CH:8]=[CH:9]1 |f:5.6|. Procedure details: The title compound was prepared in similar fashion from (S)-(+)-4-(oxiranylmethoxy)-1H-indole and spiro[indane-1,4'-piperidine]. The resulting free base was dissolved in ethyl acetate, and precipitated with one equivalent of oxalic acid in ethyl acetate in 76% overall yield. mp 110°-112°. FDMS m/e=376 (M+ of free base). α[D]589 =-11.60 (c=0.46, methanol). The reactants are CC(C)(C)OC(=O)c1ccc(-c2ccccc2F)cc1NC(=O)c1ccccc1, O=C(O)C(F)(F)F. Yields the product O=C(Nc1cc(-c2ccccc2F)ccc1C(=O)O)c1ccccc1. As a reaction SMILES: [C:1]([c:2]1[cH:3][cH:4][cH:5][cH:6][cH:7]1)(=[O:8])[NH:9][c:10]1[c:11]([C:12](=[O:13])[O:14][C:15]([CH3:16])([CH3:17])[CH3:18])[cH:19][cH:20][c:21](-[c:23]2[c:24]([F:29])[cH:25][cH:26][cH:27][cH:28]2)[cH:22]1.[OH:30][C:31]([C:32]([F:33])([F:34])[F:35])=[O:36]>>[C:1]([c:2]1[cH:3][cH:4][cH:5][cH:6][cH:7]1)(=[O:8])[NH:9][c:10]1[c:11]([C:12](=[O:13])[OH:14])[cH:19][cH:20][c:21](-[c:23]2[c:24]([F:29])[cH:25][cH:26][cH:27][cH:28]2)[cH:22]1. Reactants: C([O-])([O-])=O.[K+].[K+] (potassium carbonate), FC(C(O)C=1SC(=CN1)C1=CC(=CC(=C1)NC1=NC=CC(=N1)C(F)(F)F)C)(F)F (2,2,2-trifluoro-1-[5-(3-methyl-5-{[4-(trifluoromethyl)pyrimidin-2-yl]amino}phenyl)-1,3-thiazol-2-yl]ethanol), FC(C(O)C=1SC(=CN1)C1=CC(=CC(=C1)NC1=NC=CC(=N1)C(F)(F)F)C)(F)F (2,2,2-trifluoro-1-[5-(3-methyl-5-{[4-(trifluoromethyl)pyrimidin-2-yl]amino}phenyl)-1,3-thiazol-2-yl]ethanol), OC(=O)C(F)(F)F.OC[C@H]1C(C[C@](CC1)(O)C=1SC=CN1)(C)C ((1S,4R)-4-(hydroxymethyl)-3,3-dimethyl-1-(thiazol-2-yl)cyclohexanol TFA salt), C(C(C)(C)C)(=O)O (pivalic acid). The product is OC[C@H]1C(C[C@](CC1)(O)C=1SC(=CN1)C1=CC(=CC(=C1)NC1=NC=CC(=N1)C(F)(F)F)C)(C)C ((1S,4R)-4-(hydroxymethyl)-3,3-dimethyl-1-(5-(3-methyl-5-(4-(trifluoromethyl)pyrimidin-2-ylamino)-phenyl)thiazol-2-yl)cyclohexanol). As a reaction SMILES: F[C:2](F)(F)[CH:3]([C:5]1[S:6][C:7]([C:10]2[CH:15]=[C:14]([NH:16][C:17]3[N:22]=[C:21]([C:23]([F:26])([F:25])[F:24])[CH:20]=[CH:19][N:18]=3)[CH:13]=[C:12]([CH3:27])[CH:11]=2)=[CH:8][N:9]=1)[OH:4].C(O)(=O)C(C)(C)C.C(=O)([O-])[O-].[K+].[K+].OC(C(F)(F)F)=O.[OH:50][CH2:51][C@@H:52]1[CH2:57][CH2:56][C@](C2SC=CN=2)(O)[CH2:54][C:53]1(C)[CH3:64]>C1C=CC([P]([Pd]([P](C2C=CC=CC=2)(C2C=CC=CC=2)C2C=CC=CC=2)([P](C2C=CC=CC=2)(C2C=CC=CC=2)C2C=CC=CC=2)[P](C2C=CC=CC=2)(C2C=CC=CC=2)C2C=CC=CC=2)(C2C=CC=CC=2)C2C=CC=CC=2)=CC=1>[OH:50][CH2:51][C@@H:52]1[CH2:57][CH2:56][C@:3]([C:5]2[S:6][C:7]([C:10]3[CH:15]=[C:14]([NH:16][C:17]4[N:22]=[C:21]([C:23]([F:26])([F:25])[F:24])[CH:20]=[CH:19][N:18]=4)[CH:13]=[C:12]([CH3:27])[CH:11]=3)=[CH:8][N:9]=2)([OH:4])[CH2:2][C:53]1([CH3:64])[CH3:54] |f:2.3.4,5.6,^1:69,71,90,109|. Yield: 20.4%. Procedure: A 4-mL screw-cap pressure vial was charged with N-(3-bromo-5-methylphenyl)-4-(trifluoromethyl)pyrimidin-2-amine (INTERMEDIATE 2, 74.8 mg, 0.225 mmol), stir bar, pivalic acid (2.61 μl, 0.023 mmol), potassium carbonate (46.7 mg, 0.338 mmol), (1S,4R)-4-(hydroxymethyl)-3,3-dimethyl-1-(thiazol-2-yl)cyclohexanol TFA salt (40 mg, 0.113 mmol), and Pd(PPh3)4 (13.01 mg, 0.011 mmol). The vial was closed, evacuated and back-filed with nitrogen 3 times. DMA (0.5 ml) (dry, over molecular sieves, Fluka) was ad... Reagents/catalysts: C=1C=CC(=CC1)[P](C=2C=CC=CC2)(C=3C=CC=CC3)[Pd]([P](C=4C=CC=CC4)(C=5C=CC=CC5)C=6C=CC=CC6)([P](C=7C=CC=CC7)(C=8C=CC=CC8)C=9C=CC=CC9)[P](C=1C=CC=CC1)(C=1C=CC=CC1)C=1C=CC=CC1 (Pd(PPh3)4). Reaction conditions: temperature 120 celsius. Starting materials: [Al+3], C=C, CCOc1ccc(CC(=O)Cl)cc1, [Cl-], [Cl-], [Cl-], ClCCl. Product: CCOc1ccc2c(c1)CCC(=O)C2. Reaction SMILES: [Al+3:15].[CH2:18]=[CH2:19].[CH2:1]([CH3:2])[O:3][c:4]1[cH:5][cH:6][c:7]([CH2:10][C:11](=[O:12])[Cl:13])[cH:8][cH:9]1.[Cl-:14].[Cl-:16].[Cl-:17].[Cl:20][CH2:21][Cl:22]>>[CH2:1]([CH3:2])[O:3][c:4]1[cH:5][cH:6][c:7]2[c:8]([cH:9]1)[CH2:18][CH2:19][C:11](=[O:12])[CH2:10]2. The reactants are [H-].[Na+] (sodium hydride), ClC1=NC(=CC(=C1O)I)C(C)O (2-Chloro-3-hydroxy-6-(1-hydroxyethyl)-4-iodo-pyridine), C(C=CC)Cl (crotyl chloride), [I-].[Li+] (lithium iodide). The solvent is CN(C=O)C (dimethylformamide), C(C)(=O)OCC (ethyl acetate). Conditions: temperature 0 celsius, time 1 hour. The product is C(C=CC)OC=1C(=NC(=CC1I)C(C)O)Cl (3-(2-butenyloxy)-2-chloro-6-(1-hydroxyethyl)-4-iodo-pyridine). Isolated yield 89.0%. Reaction SMILES: [Cl:1][C:2]1[C:7]([OH:8])=[C:6]([I:9])[CH:5]=[C:4]([CH:10]([OH:12])[CH3:11])[N:3]=1.[H-].[Na+].[CH2:15](Cl)[CH:16]=[CH:17][CH3:18].[I-].[Li+]>CN(C)C=O.C(OCC)(=O)C>[CH2:15]([O:8][C:7]1[C:2]([Cl:1])=[N:3][C:4]([CH:10]([OH:12])[CH3:11])=[CH:5][C:6]=1[I:9])[CH:16]=[CH:17][CH3:18] |f:1.2,4.5|. Procedure details: 2-Chloro-3-hydroxy-6-(1-hydroxyethyl)-4-iodo-pyridine (4.49 g, 15 mmole) was dissolved in 25 ml dry dimethylformamide in an oven dried 50 ml two neck round bottom flask under nitrogen. The solution was cooled to 0° C., was treated with sodium hydride (600 mg, 15 mmole), and the mixture was stirred 1 h at room temperature. The mixture was treated with crotyl chloride (1.6 ml, 16.5 mmole) and one crystal of lithium iodide and the reaction mixture was stirred 20 h at room temperature. The reaction ...